From a dataset of the Open Reaction Database (ORD), a public repository of structured organic reaction records. describe an organic reaction: reactants, conditions, products, and yield Reactants: COc1ccc2c(CCCCN3C(=O)c4ccccc4C3=O)ccnc2c1, CCO, NN, O. Yields the product COc1ccc2c(CCCCN)ccnc2c1. As a reaction SMILES: [CH3:1][O:2][c:3]1[cH:4][cH:5][c:6]2[c:7]([CH2:13][CH2:14][CH2:15][CH2:16][N:17]3[C:18](=[O:19])[c:20]4[c:21]([cH:22][cH:23][cH:24][cH:25]4)[C:26]3=[O:27])[cH:8][cH:9][n:10][c:11]2[cH:12]1.[CH3:31][CH2:32][OH:33].[NH2:29][NH2:30].[OH2:28]>>[CH3:1][O:2][c:3]1[cH:4][cH:5][c:6]2[c:7]([CH2:13][CH2:14][CH2:15][CH2:16][NH2:17])[cH:8][cH:9][n:10][c:11]2[cH:12]1. The reactants are solid, Cl.O1COC2=C1C=CC=C2C2CCN(CC2)CC[C@@H]2CC[C@H](CC2)N (Trans-4-[2-(4-Benzo[1,3]dioxol-4-yl-piperidin-1-yl)-ethyl]-cyclohexylamine hydrochloride), Cl.O1COC2=C1C=CC=C2C2CCN(CC2)CC[C@@H]2CC[C@H](CC2)N (Trans-4-[2-(4-Benzo[1,3]dioxol-4-yl-piperidin-1-yl)-ethyl]-cyclohexylamine hydrochloride), O1CCN(CC1)C1=CC=C(C(=O)O)C=C1 (4-morpholinobenzoic acid). Product: O1COC2=C1C=CC=C2C2CCN(CC2)CC[C@@H]2CC[C@H](CC2)NC(C2=CC=C(C=C2)N2CCOCC2)=O (Trans-N-{-4-[2-(4-Benzo[1,3]dioxol-4-yl-piperidin-1-yl)-ethyl]-cyclohexyl}-4-morpholin-4-yl-benzamide). RXN SMILES: Cl.[O:2]1[C:6]2[CH:7]=[CH:8][CH:9]=[C:10]([CH:11]3[CH2:16][CH2:15][N:14]([CH2:17][CH2:18][C@H:19]4[CH2:24][CH2:23][C@H:22]([NH2:25])[CH2:21][CH2:20]4)[CH2:13][CH2:12]3)[C:5]=2[O:4][CH2:3]1.[O:26]1[CH2:31][CH2:30][N:29]([C:32]2[CH:40]=[CH:39][C:35]([C:36](O)=[O:37])=[CH:34][CH:33]=2)[CH2:28][CH2:27]1>>[O:2]1[C:6]2[CH:7]=[CH:8][CH:9]=[C:10]([CH:11]3[CH2:16][CH2:15][N:14]([CH2:17][CH2:18][C@H:19]4[CH2:20][CH2:21][C@H:22]([NH:25][C:36](=[O:37])[C:35]5[CH:34]=[CH:33][C:32]([N:29]6[CH2:30][CH2:31][O:26][CH2:27][CH2:28]6)=[CH:40][CH:39]=5)[CH2:23][CH2:24]4)[CH2:13][CH2:12]3)[C:5]=2[O:4][CH2:3]1 |f:0.1|. Procedure details: The title compound, white solid (31.1 mg, 73.2%), MS (ISP) m/z=520.3 [(M+H)+], was prepared in accordance with the general method of example 1 from Trans-4-[2-(4-Benzo[1,3]dioxol-4-yl-piperidin-1-yl)-ethyl]-cyclohexylamine hydrochloride (intermediate A) (30 mg, 0.0818 mmol) and 4-morpholinobenzoic acid. Yields the product Cl.C1(=CC=CC=C1)[C@@H]1[C@@H](CCC1)N=C1NCCCCC1 (Hexahydro-2-[(cis-2-phenylcyclopentyl)imino]azepine hydrochloride). The reactants are Cl.C1(=CC=CC=C1)[C@@H]1[C@@H](CCC1)N (cis-2-phenylcyclopentylamine hydrochloride), COC=1CCCCCN1 (O-methylcaprolactim). Run at time 6 day. The reagents and catalysts are C(C)O (ethanol). Procedure details: A mixture of 4.0 g of cis-2-phenylcyclopentylamine hydrochloride, M.P. 205°-206° C. and 5.0 ml of O-methylcaprolactim was allowed to stand at room temperature for 6 days with occasional stirring. A few drops of ethanol were added to maintain a stirrable slurry, after which the mixture was cooled. The resulting solid was washed with ether and recrystallized from acetone/methanol to give the desired product, M.P. 181.5°-183.5° C. (dec.). As a reaction SMILES: [ClH:1].[C:2]1([C@H:8]2[CH2:12][CH2:11][CH2:10][C@H:9]2[NH2:13])[CH:7]=[CH:6][CH:5]=[CH:4][CH:3]=1.CO[C:16]1[CH2:17][CH2:18][CH2:19][CH2:20][CH2:21][N:22]=1>C(O)C>[ClH:1].[C:2]1([C@H:8]2[CH2:12][CH2:11][CH2:10][C@H:9]2[N:13]=[C:16]2[CH2:17][CH2:18][CH2:19][CH2:20][CH2:21][NH:22]2)[CH:7]=[CH:6][CH:5]=[CH:4][CH:3]=1 |f:0.1,4.5|. The reactants are BrC1=CN=C2N1N=C(C=C2)NC[C@H]2N(CCC2)C(CC(C)C)=O ((S)-1-(2-(((3-bromoimidazo[1,2-b]pyridazin-6-yl)amino)methyl)pyrrolidin-1-yl)-3-methylbutan-1-one), [H-].[Na+] (sodium hydride), [Cl-].[NH4+] (ammonium chloride), CI (methyl iodide). Run in C1CCOC1 (THF). Reaction conditions: time 15 minute. Yields the product BrC1=CN=C2N1N=C(C=C2)N(C)C[C@H]2N(CCC2)C(CC(C)C)=O ((S)-1-(2-(((3-bromoimidazo[1,2-b]pyridazin-6-yl)(methyl)amino)methyl)pyrrolidin-1-yl)-3-methylbutan-1-one). RXN SMILES: [Br:1][C:2]1[N:6]2[N:7]=[C:8]([NH:11][CH2:12][C@@H:13]3[CH2:17][CH2:16][CH2:15][N:14]3[C:18](=[O:23])[CH2:19][CH:20]([CH3:22])[CH3:21])[CH:9]=[CH:10][C:5]2=[N:4][CH:3]=1.[H-].[Na+].[CH3:26]I.[Cl-].[NH4+]>C1COCC1>[Br:1][C:2]1[N:6]2[N:7]=[C:8]([N:11]([CH2:12][C@@H:13]3[CH2:17][CH2:16][CH2:15][N:14]3[C:18](=[O:23])[CH2:19][CH:20]([CH3:21])[CH3:22])[CH3:26])[CH:9]=[CH:10][C:5]2=[N:4][CH:3]=1 |f:1.2,4.5|. Reported procedure: To a solution of (S)-1-(2-(((3-bromoimidazo[1,2-b]pyridazin-6-yl)amino)methyl)pyrrolidin-1-yl)-3-methylbutan-1-one (380 mg, 1.0 mmol) in THF (10 mL) was added sodium hydride (120 mg, 3.0 mmol) at rt. After stirring for 15 min, methyl iodide was added dropwise. The reaction was stirred at it for overnight and worked up with ammonium chloride solution, extracted with ethyl acetate, concentrated and purified by ISCO column chromatography (10% MeOH/DCM) to give non-pure product. It was further purif... The reactants are CC1=C(C2=C(S1)C=C1C=CC=CC1=C2C2=CC(=C(C(=C2)C(C)C)O)C(C)C)C (4-(2,3-dimethyl-naphtho[2,3-b]thiophen-4-yl)-2,6-diisopropyl-phenol), C(C)(=O)OC(C)=O (acetic anhydride). The solvent is N1=CC=CC=C1 (pyridine). Yields the product CC1=C(C2=C(S1)C=C1C=CC=CC1=C2C2=CC(=C(C(=C2)C(C)C)OC(C)=O)C(C)C)C (Acetic acid 4-(2,3-dimethyl-naphtho[2,3-b]thiophen-4-yl)-2,6-diisopropyl-phenyl ester). RXN SMILES: [CH3:1][C:2]1[S:6][C:5]2[CH:7]=[C:8]3[C:13](=[C:14]([C:15]4[CH:20]=[C:19]([CH:21]([CH3:23])[CH3:22])[C:18]([OH:24])=[C:17]([CH:25]([CH3:27])[CH3:26])[CH:16]=4)[C:4]=2[C:3]=1[CH3:28])[CH:12]=[CH:11][CH:10]=[CH:9]3.[C:29](OC(=O)C)(=[O:31])[CH3:30]>N1C=CC=CC=1>[CH3:1][C:2]1[S:6][C:5]2[CH:7]=[C:8]3[C:13](=[C:14]([C:15]4[CH:20]=[C:19]([CH:21]([CH3:23])[CH3:22])[C:18]([O:24][C:29](=[O:31])[CH3:30])=[C:17]([CH:25]([CH3:27])[CH3:26])[CH:16]=4)[C:4]=2[C:3]=1[CH3:28])[CH:12]=[CH:11][CH:10]=[CH:9]3. Procedure: Using 4-(2,3-dimethyl-naphtho[2,3-b]thiophen-4-yl)-2,6-diisopropyl-phenol (5.0 g, 13.7 mmol), acetic anhydride (1.68 mL, 17.8 mmol), and pyridine (85 mL) the title compound was prepared according to the procedure in Example 2, step 3 to give 5.37 g (91%) as a white solid, mp 243-245° C.; NMR (DMSO-d6) δ 8.49 (s, 1 H), 7.98 (d, 1 H), 7.49-7.39 (m, 3 H), 7.16 (s, 2 H), 3.01 (septet, 2 H), 2.43 (s, 3 H), 2.41 (s, 3 H), 1.56 (s, 3 H), 1.16 (d, 12 H). MS(EI), [M+] 430; Anal. Calc. for C28H30O2S: C, 7... Starting materials: O=C[C@H](O)[C@@H](O)[C@@H](O)[C@H](O)CO (D-galactose), C(CCCCCCCCCCCCC)N (tetradecylamine), C(CCCCCCC\C=C/CCCCCCCC)(=O)Cl (oleoyl chloride). The product is C(CCCCCCCCCCCCC)NC1[C@H](O)[C@@H](O)[C@@H](O)[C@H](O1)CO (N-Tetradecyl-N-(D-galactopyranosyl)amine). Reaction SMILES: O=[CH:2][C@@H:3]([C@H:5]([C@H:7]([C@@H:9]([CH2:11][OH:12])[OH:10])[OH:8])[OH:6])[OH:4].[CH2:13]([NH2:27])[CH2:14][CH2:15][CH2:16][CH2:17][CH2:18][CH2:19][CH2:20][CH2:21][CH2:22][CH2:23][CH2:24][CH2:25][CH3:26].C(Cl)(=O)CCCCCCC/C=C\CCCCCCCC>>[CH2:13]([NH:27][CH:2]1[O:10][C@H:9]([CH2:11][OH:12])[C@H:7]([OH:8])[C@H:5]([OH:6])[C@H:3]1[OH:4])[CH2:14][CH2:15][CH2:16][CH2:17][CH2:18][CH2:19][CH2:20][CH2:21][CH2:22][CH2:23][CH2:24][CH2:25][CH3:26]. Reported procedure: N-Tetradecyl-N-(D-galactopyranosyl)amine is prepared from 30 g of D-galactose and 53 g of tetradecylamine as described in Example 44. The galactoxylamine is reacted with oleoyl chloride by the process described in Example 11. Reactants: C(C)(C)(C)C1=CC(=C(C=N1)C=1N([C@]([C@](N1)(C)C1=CC=C(C=C1)Cl)(C)C1=CC=C(C=C1)Cl)C(=O)N1CCC(CC1)CC(=O)O)OCC ({1-[(4S,5R)-2-(6-tert-butyl-4-ethoxy-pyridin-3-yl)-4,5-bis-(4-chloro-phenyl)-4,5-dimethyl-4,5-dihydro-imidazole-1-carbonyl]-piperidin-4-yl}-acetic acid), CN[C@H](C)C1=CC=CC=C1 (methyl-((R)-1-phenyl-ethyl)-amine). The product is C(C)(C)(C)C1=CC(=C(C=N1)C=1N([C@]([C@](N1)(C)C1=CC=C(C=C1)Cl)(C)C1=CC=C(C=C1)Cl)C(=O)N1CCC(CC1)CC(=O)N([C@H](C)C1=CC=CC=C1)C)OCC (2-{1-[(4S,5R)-2-(6-tert-Butyl-4-ethoxy-pyridin-3-yl)-4,5-bis-(4-chloro-phenyl)-4,5-dimethyl-4,5-dihydro-imidazole-1-carbonyl]-piperidin-4-yl}-N-methyl-N-((R)-1-phenyl-ethyl)-acetamide). RXN SMILES: [C:1]([C:5]1[N:10]=[CH:9][C:8]([C:11]2[N:12]([C:32]([N:34]3[CH2:39][CH2:38][CH:37]([CH2:40][C:41]([OH:43])=O)[CH2:36][CH2:35]3)=[O:33])[C@@:13]([C:25]3[CH:30]=[CH:29][C:28]([Cl:31])=[CH:27][CH:26]=3)([CH3:24])[C@@:14]([C:17]3[CH:22]=[CH:21][C:20]([Cl:23])=[CH:19][CH:18]=3)([CH3:16])[N:15]=2)=[C:7]([O:44][CH2:45][CH3:46])[CH:6]=1)([CH3:4])([CH3:3])[CH3:2].[CH3:47][NH:48][C@@H:49]([C:51]1[CH:56]=[CH:55][CH:54]=[CH:53][CH:52]=1)[CH3:50]>>[C:1]([C:5]1[N:10]=[CH:9][C:8]([C:11]2[N:12]([C:32]([N:34]3[CH2:35][CH2:36][CH:37]([CH2:40][C:41]([N:48]([CH3:47])[C@@H:49]([C:51]4[CH:56]=[CH:55][CH:54]=[CH:53][CH:52]=4)[CH3:50])=[O:43])[CH2:38][CH2:39]3)=[O:33])[C@@:13]([C:25]3[CH:30]=[CH:29][C:28]([Cl:31])=[CH:27][CH:26]=3)([CH3:24])[C@@:14]([C:17]3[CH:22]=[CH:21][C:20]([Cl:23])=[CH:19][CH:18]=3)([CH3:16])[N:15]=2)=[C:7]([O:44][CH2:45][CH3:46])[CH:6]=1)([CH3:2])([CH3:4])[CH3:3]. Reported procedure: In a manner analogous to the method described in example 163, {1-[(4S,5R)-2-(6-tert-butyl-4-ethoxy-pyridin-3-yl)-4,5-bis-(4-chloro-phenyl)-4,5-dimethyl-4,5-dihydro-imidazole-1-carbonyl]-piperidin-4-yl}-acetic acid was coupled with methyl-((R)-1-phenyl-ethyl)-amine (Aldrich) to give the title compound. HR-MS (ES, m/z) calculated for C45H54Cl2N5O3 [(M+H)+] 782.3598, observed 782.3594. Starting materials: COC(=O)c1ccc(C(C)NC(=O)c2cc(Cl)cnc2Cl)cc1, Oc1cccc(Cl)c1Cl. The product is COC(=O)c1ccc(C(C)NC(=O)c2cc(Cl)cnc2Oc2cccc(Cl)c2Cl)cc1. RXN SMILES: [Cl:1][c:2]1[n:3][cH:4][c:5]([Cl:23])[cH:6][c:7]1[C:8](=[O:9])[NH:10][CH:11]([CH3:12])[c:13]1[cH:14][cH:15][c:16]([C:17](=[O:18])[O:19][CH3:20])[cH:21][cH:22]1.[Cl:24][c:25]1[c:26]([OH:32])[cH:27][cH:28][cH:29][c:30]1[Cl:31]>>[c:2]1([O:32][c:26]2[c:25]([Cl:24])[c:30]([Cl:31])[cH:29][cH:28][cH:27]2)[n:3][cH:4][c:5]([Cl:23])[cH:6][c:7]1[C:8](=[O:9])[NH:10][CH:11]([CH3:12])[c:13]1[cH:14][cH:15][c:16]([C:17](=[O:18])[O:19][CH3:20])[cH:21][cH:22]1.